This data is from the Open Reaction Database (ORD), a public repository of structured organic reaction records. The task is: describe an organic reaction: reactants, conditions, products, and yield The reactants are IC1=CC=C(C=C1)CN1N=C(C(C2=C1N=CC=C2)=O)C(=O)OCC (Ethyl 1-[(4-iodophenyl)methyl]-4-oxo-1,4-dihydropyrido[2,3-c]pyridazine-3-carboxylate), O1CCOCC1 (dioxane), COC=1C=CC(=CC1)P2(=S)SP(=S)(S2)C=3C=CC(=CC3)OC (Lawesson's Reagent). Run in C1(=CC=CC=C1)C (toluene). Yields the product IC1=CC=C(C=C1)CN1N=C(C(C2=C1N=CC=C2)=S)C(=O)OCC (ethyl 1-[(4-iodophenyl)methyl]-4-thioxo-1,4-dihydropyrido[2,3-c]pyridazine-3-carboxylate). As a reaction SMILES: [I:1][C:2]1[CH:7]=[CH:6][C:5]([CH2:8][N:9]2[C:14]3[N:15]=[CH:16][CH:17]=[CH:18][C:13]=3[C:12](=O)[C:11]([C:20]([O:22][CH2:23][CH3:24])=[O:21])=[N:10]2)=[CH:4][CH:3]=1.O1CCOCC1.COC1C=CC(P2(SP(C3C=CC(OC)=CC=3)(=S)S2)=[S:40])=CC=1>C1(C)C=CC=CC=1>[I:1][C:2]1[CH:7]=[CH:6][C:5]([CH2:8][N:9]2[C:14]3[N:15]=[CH:16][CH:17]=[CH:18][C:13]=3[C:12](=[S:40])[C:11]([C:20]([O:22][CH2:23][CH3:24])=[O:21])=[N:10]2)=[CH:4][CH:3]=1. Reported procedure: Ethyl 1-[(4-iodophenyl)methyl]-4-oxo-1,4-dihydropyrido[2,3-c]pyridazine-3-carboxylate (800 mg, 1.84 mmol) was suspended in toluene (5 mL) and dioxane (5 mL) and placed into a preheated oil bath to 110° C. Lawesson's Reagent (409 mg, 1.01 mmol, 0.55 equiv) was added portionwise over 45 minutes and after an additional 30 minutes at 110° C., the mixture was cooled to ambient temperature and concentrated in vacuo. The residue was purified by silica gel gradient chromatography (100:0 to 95:5; dichlor... The reactants are NC1=CC=C(C(=O)N2C3=C(CC4=C(C2)C=CC=C4)C=CC=C3)C=C1 (5-(4-aminobenzoyl)-6,11-dihydro-5H-dibenz[b,e]azepine), CC1=C(C(=O)Cl)C=CC=C1C (2,3-dimethylbenzoyl chloride). Run in ClCCl (dichloromethane). The product is C1=CC=CC=2N(CC3=C(CC21)C=CC=C3)C(=O)C3=CC=C(C=C3)NC(C3=C(C(=CC=C3)C)C)=O (N-[4-[(6,11-Dihydro-5H-dibenz[b,e]azepin-5-yl)carbonyl]phenyl]-2,3-dimethylbenzamide). The yield is 13.4%. RXN SMILES: [NH2:1][C:2]1[CH:24]=[CH:23][C:5]([C:6]([N:8]2[CH2:14][C:13]3[CH:15]=[CH:16][CH:17]=[CH:18][C:12]=3[CH2:11][C:10]3[CH:19]=[CH:20][CH:21]=[CH:22][C:9]2=3)=[O:7])=[CH:4][CH:3]=1.[CH3:25][C:26]1[C:34]([CH3:35])=[CH:33][CH:32]=[CH:31][C:27]=1[C:28](Cl)=[O:29]>ClCCl>[CH:19]1[C:10]2[CH2:11][C:12]3[CH:18]=[CH:17][CH:16]=[CH:15][C:13]=3[CH2:14][N:8]([C:6]([C:5]3[CH:4]=[CH:3][C:2]([NH:1][C:28](=[O:29])[C:27]4[CH:31]=[CH:32][CH:33]=[C:34]([CH3:35])[C:26]=4[CH3:25])=[CH:24][CH:23]=3)=[O:7])[C:9]=2[CH:22]=[CH:21][CH:20]=1. Procedure: As described for Example 9, 0.628 g (2 mmol) of 5-(4-aminobenzoyl)-6,11-dihydro-5H-dibenz[b,e]azepine is reacted with 0.506 g (3.0 mmol) of 2,3-dimethylbenzoyl chloride in dichloromethane. The product is recrystallized from hexane-dichloromethane to give 0.12 g of crystals, m.p. 138°-142° C. The reagents and catalysts are [Cl-].[Zn+2].[Cl-] (zinc chloride). Reactants: C=1(C(O)=CC=CC1)OC (guaiacol). The solvent is C(CCC)(=O)OC(CCC)=O (butyric anhydride). Yields the product OC1=C(C=C(C=C1)C(CCC)=O)OC (4'-hydroxy-3'-methoxy-butyrophenone). As a reaction SMILES: [C:1]1([O:8][CH3:9])[C:2](=[CH:4][CH:5]=[CH:6][CH:7]=1)[OH:3]>C(OC(=O)CCC)(=O)CCC.[Cl-].[Zn+2].[Cl-]>[OH:3][C:2]1[CH:4]=[CH:5][C:6]([C:2](=[O:3])[CH2:1][CH2:7][CH3:6])=[CH:7][C:1]=1[O:8][CH3:9] |f:2.3.4|. Reported procedure: 100 g of guaiacol are dissolved in 136.4 g of butyric anhydride, treated with 120 g of zinc chloride, heated for 3 minutes as given in Example 6.a and then worked-up as described there. The crude product obtained after high vacuum distillation is chromatographed with toluene on 600 g of silica gel. After recrystallization from ether/n-hexane there is obtained 4'-hydroxy-3'-methoxy-butyrophenone in the form of colorless crystals of m.p. 40°-41°. The reactants are Cc1ccc(S(=O)(=O)OCCc2nc(-c3ccc(Br)cc3)oc2C)cc1, O=C([O-])[O-], CCOC(=O)C(C)(C)Oc1ccc(O)cc1, [Cs+], [Cs+], CN(C)C=O. Yields the product CCOC(=O)C(C)(C)Oc1ccc(OCCc2nc(-c3ccc(Br)cc3)oc2C)cc1. As a reaction SMILES: [Br:1][c:2]1[cH:3][cH:4][c:5](-[c:8]2[o:9][c:10]([CH3:26])[c:11]([CH2:13][CH2:14][O:15][S:16]([c:17]3[cH:18][cH:19][c:20]([CH3:21])[cH:22][cH:23]3)(=[O:24])=[O:25])[n:12]2)[cH:6][cH:7]1.[C:43](=[O:44])([O-:45])[O-:46].[CH2:27]([CH3:28])[O:29][C:30]([C:31]([CH3:32])([CH3:33])[O:34][c:35]1[cH:36][cH:37][c:38]([OH:41])[cH:39][cH:40]1)=[O:42].[Cs+:47].[Cs+:48].[O:49]=[CH:50][N:51]([CH3:52])[CH3:53]>>[Br:1][c:2]1[cH:3][cH:4][c:5](-[c:8]2[o:9][c:10]([CH3:26])[c:11]([CH2:13][CH2:14][O:15][c:38]3[cH:37][cH:36][c:35]([O:34][C:31]([C:30]([O:29][CH2:27][CH3:28])=[O:42])([CH3:32])[CH3:33])[cH:40][cH:39]3)[n:12]2)[cH:6][cH:7]1. The reactants are [N+](=O)([O-])C1=CC=C(N)C=C1 (4-nitroaniline), ClCC(=O)O (chloroacetic acid). Solvent: O (water). Product: [N+](=O)([O-])C1=CC=C(C=C1)NCC(=O)O ((4-Nitro-phenylamino)-acetic acid). As a reaction SMILES: [N+:1]([C:4]1[CH:10]=[CH:9][C:7]([NH2:8])=[CH:6][CH:5]=1)([O-:3])=[O:2].Cl[CH2:12][C:13]([OH:15])=[O:14]>O>[N+:1]([C:4]1[CH:10]=[CH:9][C:7]([NH:8][CH2:12][C:13]([OH:15])=[O:14])=[CH:6][CH:5]=1)([O-:3])=[O:2]. Procedure: To a suspension of 4-nitroaniline (13.8 g, 100 mmol) in water (300 mL) was added chloroacetic acid (18.9 g, 200 mmol). The reaction mixture was refluxed overnight and cooled to rt. The title compound was collected by filtration, washed with water and a mixture of hexane and ether (1:1) and dried in vacuo to yield 14.6 g (74%). 1H NMR (400 MHz, DMSO-d6) δ: 12.83 (s, 1H), 8.00 (d, 2H), 7.45 (t, 1H), 6.65 (d, 2H), 4.00 (d, 2H). Starting materials: Cc1ccccc1, COCCOCc1nc(C(F)(F)F)ccc1C(=O)O, CCN(C(C)C)C(C)C, O=C1C=C(Cl)CCC1, ClCCl, O. Yields the product COCCOCc1nc(C(F)(F)F)ccc1C(=O)OC1=CC(=O)CCC1. As a reaction SMILES: [CH3:28][c:29]1[cH:30][cH:31][cH:32][cH:33][cH:34]1.[CH3:9][O:10][CH2:11][CH2:12][O:13][CH2:14][c:15]1[c:16]([C:17](=[O:18])[OH:19])[cH:20][cH:21][c:22]([C:24]([F:25])([F:26])[F:27])[n:23]1.[CH:35]([N:36]([CH:37]([CH3:38])[CH3:39])[CH2:40][CH3:41])([CH3:42])[CH3:43].[Cl:1][C:2]1=[CH:3][C:4](=[O:8])[CH2:5][CH2:6][CH2:7]1.[Cl:45][CH2:46][Cl:47].[OH2:44]>>[C:2]1([O:19][C:17]([c:16]2[c:15]([CH2:14][O:13][CH2:12][CH2:11][O:10][CH3:9])[n:23][c:22]([C:24]([F:25])([F:26])[F:27])[cH:21][cH:20]2)=[O:18])=[CH:3][C:4](=[O:8])[CH2:5][CH2:6][CH2:7]1. Starting materials: methyl magnesium halide, [Br-] (bromide), [I-] (iodide), COC(C(CC1=CC=CC=C1)(C)C)(C)C (3-methoxy-2,2,3-trimethyl-1-phenylbutane), ( 3 ), CC(C(C)=O)(CC1=CC=CC=C1)C (3,3-dimethyl-4-phenyl-2-butanone). Product: CC(C)(C(CC1=CC=CC=C1)(C)C)O (2,3,3-trimethyl-4-phenyl-2-butanol). As a reaction SMILES: C[O:2][C:3]([CH3:15])([CH3:14])[C:4]([CH3:13])([CH3:12])[CH2:5][C:6]1[CH:11]=[CH:10][CH:9]=[CH:8][CH:7]=1.CC(C)(CC1C=CC=CC=1)C(=O)C.[Br-].[I-]>>[CH3:15][C:3]([OH:2])([C:4]([CH3:13])([CH3:12])[CH2:5][C:6]1[CH:7]=[CH:8][CH:9]=[CH:10][CH:11]=1)[CH3:14]. Reported procedure: Finally, 3-methoxy-2,2,3-trimethyl-1-phenylbutane (see line (3) of the scheme below) is prepared from 3,3-dimethyl-4-phenyl-2-butanone which is reacted with a methyl magnesium halide, e.g. the bromide or iodide, to obtain 2,3,3-trimethyl-4-phenyl-2-butanol. As in the synthesis described above for the other compounds of the invention, this alcohol is then etherified to obtain the desired product. ##STR1##